Dataset: the Open Reaction Database (ORD), a public repository of structured organic reaction records. Task: describe an organic reaction: reactants, conditions, products, and yield Reactants: (t-4)-tetrakis(triphenylphosphine)palladium, BrC1=CC=2C3(C4=CC(=CC=C4OC2C=C1)C=1C=NC=NC1)N=C(SC3)NC(C)(C)C (2′-bromo-N-tert-butyl-7′-(pyrimidin-5-yl)-5H-spiro[thiazole-4,9′-xanthen]-2-amine), CC(C#C)(C)C (3,3-dimethylbut-1-yne), C(C)(C)NC(C)C (diisopropylamine). The reagents and catalysts are [Cu]I (copper(i) iodide). Run in CN(C)C=O (DMF). Reaction conditions: temperature 80 celsius, time 18 hour. Product: C(C)(C)(C)NC=1SCC2(C3=CC(=CC=C3OC=3C=CC(=CC23)C#CC(C)(C)C)C=2C=NC=NC2)N1 (N-tert-butyl-2′-(3,3-dimethylbut-1-ynyl)-7′-(pyrimidin-5-yl)-5H-spiro[thiazole-4,9′-xanthen]-2-amine). As a reaction SMILES: Br[C:2]1[CH:15]=[CH:14][C:13]2[O:12][C:11]3[C:6](=[CH:7][C:8]([C:16]4[CH:17]=[N:18][CH:19]=[N:20][CH:21]=4)=[CH:9][CH:10]=3)[C:5]3([CH2:25][S:24][C:23]([NH:26][C:27]([CH3:30])([CH3:29])[CH3:28])=[N:22]3)[C:4]=2[CH:3]=1.[CH3:31][C:32]([CH3:36])([CH3:35])[C:33]#[CH:34].C(NC(C)C)(C)C>[Cu]I.CN(C=O)C>[C:27]([NH:26][C:23]1[S:24][CH2:25][C:5]2([N:22]=1)[C:4]1[CH:3]=[C:2]([C:34]#[C:33][C:32]([CH3:36])([CH3:35])[CH3:31])[CH:15]=[CH:14][C:13]=1[O:12][C:11]1[C:6]2=[CH:7][C:8]([C:16]2[CH:21]=[N:20][CH:19]=[N:18][CH:17]=2)=[CH:9][CH:10]=1)([CH3:29])([CH3:28])[CH3:30]. Procedure details: A resealable tube was charged with (t-4)-tetrakis(triphenylphosphine)palladium (27.1 mg, 0.023 mmol), copper(i) iodide (8.94 mg, 0.047 mmol),2′-bromo-N-tert-butyl-7′-(pyrimidin-5-yl)-5H-spiro[thiazole-4,9′-xanthen]-2-amine (113 mg, 0.235 mmol), 3,3-dimethylbut-1-yne (144 μL, 1.174 mmol), diisopropylamine (669 μL, 4.69 mmol) and DMF (1.9 mL). The mixture was heated at 80° C. After 18 hrs, the mixture was cooled to RT, filtered through celite with EtOAc, and concentrated in vacuo. The residue was ... As a reaction SMILES: [CH2:1]([N:3]([CH2:22][CH2:23][OH:24])[C:4]1[CH:9]=[CH:8][C:7]([C:10]2[C:19]3[C:14](=[CH:15][CH:16]=[CH:17][CH:18]=3)[C:13](=[O:20])[C:12](=O)[CH:11]=2)=[CH:6][CH:5]=1)[CH3:2].Cl.[NH2:26][OH:27]>C(O)C>[CH2:1]([N:3]([CH2:22][CH2:23][OH:24])[C:4]1[CH:9]=[CH:8][C:7]([C:10]2[C:19]3[C:14](=[CH:15][CH:16]=[CH:17][CH:18]=3)[C:13](=[O:20])[C:12](=[N:26][OH:27])[CH:11]=2)=[CH:6][CH:5]=1)[CH3:2] |f:1.2|. Procedure: A suspension of 4-(4-(ethyl(2-hydroxyethyl)amino)phenyl)naphthalene-1,2-dione (8.5 g, 26.48 mmol) in absolute ethanol (150 ml) was treated in one portion with hydroxylamine hydrochloride (3.68 g, 52.96 mmol) recrystallised from 75:25 EtOH:H2O and stirred at RT for 2 hrs. The mixture was then evaporated in vacuo and the residue suspended in H2O (500 ml). The aqueous phase was then basified to pH 10 with ammonium hydroxide solution and extracted into EtOAc (×4). The combined organics were then dri... Product: C(C)N(C1=CC=C(C=C1)C1=CC(C(C2=CC=CC=C12)=O)=NO)CCO (4-(4-(ethyl(2-hydroxyethyl)amino)phenyl)-2-(hydroxyimino)naphthalen-1(2H)-one). Run at time 2 hour. Run in C(C)O (ethanol). The reactants are C(C)N(C1=CC=C(C=C1)C1=CC(C(C2=CC=CC=C12)=O)=O)CCO (4-(4-(ethyl(2-hydroxyethyl)amino)phenyl)naphthalene-1,2-dione), Cl.NO (hydroxylamine hydrochloride).